From a dataset of the Open Reaction Database (ORD), a public repository of structured organic reaction records. describe an organic reaction: reactants, conditions, products, and yield Reactants: CCN(C(C)C)C(C)C (DIPEA), C1(=CC=CC=C1)C1=CC(=NN1)C(=O)NCC(=O)O ([(5-phenyl-1H-pyrazole-3-carbonyl)-amino]-acetic acid), Cl.FC=1C=C(OC2CNC2)C=C(C1)C(F)(F)F (3-(3-fluoro-5-trifluoromethyl-phenoxy)-azetidine hydrochloride), C=1C=CC2=C(C1)N=NN2O (HOBt), CCN=C=NCCCN(C)C (EDCI), Intermediate 15. Run in CN(C)C=O (DMF). Reaction conditions: time 2 minute. Product: FC=1C=C(OC2CCN(CC2)C(CNC(=O)C2=NNC(=C2)C2=CC=CC=C2)=O)C=C(C1)C(F)(F)F (5-phenyl-1H-pyrazole-3-carboxylic acid {2-[4-(3-fluoro-5-trifluoromethyl-phenoxy)-piperidin-1-yl]-2-oxo-ethyl}-amide). Isolated yield 45.0%. As a reaction SMILES: CC[N:3]([CH:7]([CH3:9])C)[CH:4]([CH3:6])C.C1C=CC2N(O)N=NC=2C=1.CCN=C=NCCCN(C)C.[C:31]1([C:37]2[NH:41][N:40]=[C:39]([C:42]([NH:44][CH2:45][C:46]([OH:48])=O)=[O:43])[CH:38]=2)[CH:36]=[CH:35][CH:34]=[CH:33][CH:32]=1.Cl.[F:50][C:51]1[CH:52]=[C:53]([CH:59]=[C:60]([C:62]([F:65])([F:64])[F:63])[CH:61]=1)[O:54][CH:55]1CNC1>CN(C=O)C>[F:50][C:51]1[CH:52]=[C:53]([CH:59]=[C:60]([C:62]([F:63])([F:64])[F:65])[CH:61]=1)[O:54][CH:55]1[CH2:6][CH2:4][N:3]([C:46](=[O:48])[CH2:45][NH:44][C:42]([C:39]2[CH:38]=[C:37]([C:31]3[CH:32]=[CH:33][CH:34]=[CH:35][CH:36]=3)[NH:41][N:40]=2)=[O:43])[CH2:7][CH2:9]1 |f:4.5|. Reported procedure: DIPEA (97 mg, 0.75 mmol) followed by HOBt (35 mg, 0.26 mmol) and EDCI (50 mg, 0.26 mmol) was added to a stirred solution of [(5-phenyl-1H-pyrazole-3-carbonyl)-amino]-acetic acid (62 mg, 0.25 mmol) in DMF (2 mL). After 2 minutes of stirring, 3-(3-fluoro-5-trifluoromethyl-phenoxy)-azetidine hydrochloride (prepared by the method used for the synthesis of Intermediate 15) (75 mg, 0.25 mmol) was added and the resulting mixture was stirred at room temperature overnight. The reaction mixture was partit... Reactants: CCOC(C)=O, [Cl-], [H-], [Na+], [Na+], CN(C)C=O, CCOC(=O)c1c(C)cccc1O, Cc1ccc(S(=O)(=O)OCCOC2CCCC(OCc3nc(-c4cccc(C)c4)oc3C)C2)cc1. The product is CCOC(=O)c1c(C)cccc1OCCOC1CCCC(OCc2nc(-c3cccc(C)c3)oc2C)C1. As a reaction SMILES: [CH3:58][CH2:59][O:60][C:61](=[O:62])[CH3:63].[Cl-:56].[H-:14].[Na+:15].[Na+:57].[O:51]=[CH:52][N:53]([CH3:54])[CH3:55].[OH:1][c:2]1[c:3]([C:4](=[O:5])[O:6][CH2:7][CH3:8])[c:9]([CH3:13])[cH:10][cH:11][cH:12]1.[c:16]1([CH3:17])[cH:18][cH:19][c:20]([S:21]([O:22][CH2:26][CH2:27][O:28][CH:29]2[CH2:30][CH:31]([O:35][CH2:36][c:37]3[n:38][c:39](-[c:43]4[cH:44][c:45]([CH3:49])[cH:46][cH:47][cH:48]4)[o:40][c:41]3[CH3:42])[CH2:32][CH2:33][CH2:34]2)(=[O:23])=[O:24])[cH:25][cH:50]1>>[O:1]([c:2]1[c:3]([C:4](=[O:5])[O:6][CH2:7][CH3:8])[c:9]([CH3:13])[cH:10][cH:11][cH:12]1)[CH2:26][CH2:27][O:28][CH:29]1[CH2:30][CH:31]([O:35][CH2:36][c:37]2[n:38][c:39](-[c:43]3[cH:44][c:45]([CH3:49])[cH:46][cH:47][cH:48]3)[o:40][c:41]2[CH3:42])[CH2:32][CH2:33][CH2:34]1. Reactants: CCc1csc(C)n1, C1CCOC1, [Li]CCCC, CCOC(C)=O. The product is CCc1csc(CC(C)=O)n1. RXN SMILES: [CH2:1]([CH3:2])[c:3]1[n:4][c:5]([CH3:8])[s:6][cH:7]1.[CH2:20]1[O:21][CH2:22][CH2:23][CH2:24]1.[CH2:9]([Li:10])[CH2:11][CH2:12][CH3:13].[CH3:14][CH2:15][O:16][C:17](=[O:18])[CH3:19]>>[CH2:1]([CH3:2])[c:3]1[n:4][c:5]([CH2:8][C:15]([CH3:14])=[O:16])[s:6][cH:7]1. The reactants are CC(C)(C)OC(=O)NC1CCC(CCOS(C)(=O)=O)CC1, COc1ccc2c(c1)NC(=O)CO2, COc1ccc2ccc(=O)n(CCN3CCC(NC(=O)OC(C)(C)C)CC3)c2c1, CO, ClCCl, [H-], [Na+]. Product: COc1ccc2c(c1)N(CCC1CCC(NC(=O)OC(C)(C)C)CC1)C(=O)CO2. As a reaction SMILES: [CH3:16][S:17]([O:18][CH2:21][CH2:22][CH:23]1[CH2:24][CH2:25][CH:26]([NH:29][C:30](=[O:31])[O:32][C:33]([CH3:34])([CH3:35])[CH3:36])[CH2:27][CH2:28]1)(=[O:19])=[O:20].[CH3:1][O:2][c:3]1[cH:4][cH:5][c:6]2[c:7]([cH:13]1)[NH:8][C:9](=[O:12])[CH2:10][O:11]2.[CH3:37][O:38][c:39]1[cH:40][c:41]2[c:42]([cH:43][cH:44][c:45](=[O:46])[n:47]2[CH2:48][CH2:49][N:50]2[CH2:51][CH2:52][CH:53]([NH:54][C:55](=[O:56])[O:57][C:58]([CH3:59])([CH3:60])[CH3:61])[CH2:62][CH2:63]2)[cH:64][cH:65]1.[CH3:66][OH:67].[Cl:68][CH2:69][Cl:70].[H-:14].[Na+:15]>>[CH3:1][O:2][c:3]1[cH:4][cH:5][c:6]2[c:7]([cH:13]1)[N:8]([CH2:21][CH2:22][CH:23]1[CH2:24][CH2:25][CH:26]([NH:29][C:30](=[O:31])[O:32][C:33]([CH3:34])([CH3:35])[CH3:36])[CH2:27][CH2:28]1)[C:9](=[O:12])[CH2:10][O:11]2. The reactants are C(C1=CC=CC=C1)N1CC2CCC(C1)C2NC (3-benzyl-N-methyl-3-azabicyclo[3.2.1]octan-8-amine), C[Al](C)C (trimethylaluminum), O1C(C1)COC1=CC=C(C#N)C=C1 (4-(2-Oxiranylmethoxy)benzonitrile). Run in ClCCl (dichloromethane). Reaction conditions: temperature 25 celsius, time 30 minute. Product: C(C1=CC=CC=C1)N1CC2CCC(C1)C2N(CC(COC2=CC=C(C#N)C=C2)O)C (4-{3-[(3-Benzyl-3-azabicyclo[3.2.1]oct-8-yl)(methyl)amino]-2-hydroxypropoxy}benzonitrile). Yield: 65.9%. Reaction SMILES: [CH2:1]([N:8]1[CH2:14][CH:13]2[CH:15]([NH:16][CH3:17])[CH:10]([CH2:11][CH2:12]2)[CH2:9]1)[C:2]1[CH:7]=[CH:6][CH:5]=[CH:4][CH:3]=1.C[Al](C)C.[O:22]1[CH2:24][CH:23]1[CH2:25][O:26][C:27]1[CH:34]=[CH:33][C:30]([C:31]#[N:32])=[CH:29][CH:28]=1>ClCCl>[CH2:1]([N:8]1[CH2:14][CH:13]2[CH:15]([N:16]([CH3:17])[CH2:24][CH:23]([OH:22])[CH2:25][O:26][C:27]3[CH:34]=[CH:33][C:30]([C:31]#[N:32])=[CH:29][CH:28]=3)[CH:10]([CH2:11][CH2:12]2)[CH2:9]1)[C:2]1[CH:3]=[CH:4][CH:5]=[CH:6][CH:7]=1. Reported procedure: To a solution of 3-benzyl-N-methyl-3-azabicyclo[3.2.1]octan-8-amine (Preparation B; 3.72 g, 16.1 mmol) in dichloromethane (80 mL) at 25° C. under nitrogen was added trimethylaluminum (8.05 mL of 2.0 M in hexane, 16.1 mmol). After stirring at 25° C. for 30 min, 4-(2-oxiranyl-methoxy)benzonitrile (see step (i) above; 2.83 g, 16.1 mmol) was added in one portion, and the mixture was stirred overnight. The mixture was quenched with 6 N NaOH (13.5 mL) and stirred 1 h. Water (100 mL) was added, and the...